Dataset: the Open Reaction Database (ORD), a public repository of structured organic reaction records. Task: describe an organic reaction: reactants, conditions, products, and yield Reactants: NC=1SC=CC1C(=O)C1=CC=CC=C1 ((2-amino-thiophen-3-yl)-phenyl-methanone), FC(C(CC(C)=O)=O)(F)F (1,1,1-trifluoro-pentane-2,4-dione). Reagents/catalysts: S(O)(O)(=O)=O (sulfuric acid). The solvent is C(C)(=O)O (acetic acid). Conditions: temperature 100 celsius, time 10 minute. Yields the product FC(C(=O)C=1C(=C2C(=NC1C)SC=C2)C2=CC=CC=C2)(F)F (2,2,2-trifluoro-1-(6-methyl-4-phenyl-thieno[2,3-b]pyridin-5-yl)-ethanone). Yield: 16.9%. Reaction SMILES: [NH2:1][C:2]1[S:3][CH:4]=[CH:5][C:6]=1[C:7]([C:9]1[CH:14]=[CH:13][CH:12]=[CH:11][CH:10]=1)=O.[F:15][C:16]([F:24])([F:23])[C:17](=[O:22])[CH2:18][C:19](=O)[CH3:20]>C(O)(=O)C.S(=O)(=O)(O)O>[F:15][C:16]([F:24])([F:23])[C:17]([C:18]1[C:7]([C:9]2[CH:14]=[CH:13][CH:12]=[CH:11][CH:10]=2)=[C:6]2[CH:5]=[CH:4][S:3][C:2]2=[N:1][C:19]=1[CH3:20])=[O:22]. Reported procedure: To a stirred solution of 50 mg (0.24 mmol) (2-amino-thiophen-3-yl)-phenyl-methanone in 2 ml acetic acid was added 0.031 ml (0.24 mmol) of 1,1,1-trifluoro-pentane-2,4-dione and one drop of sulfuric acid. The mixture was then stirred at 100° C. for 10 minutes in a microwave and then concentrated in vacuo. Preparative HPLC (30% CH3CN/H20) afforded 13 mg (17%) 2,2,2-trifluoro-1-(6-methyl-4-phenyl-thieno[2,3-b]pyridin-5-yl)-ethanone as a yellow oil. ES-MS m/e (%): 322 (M+H+, 100). Starting materials: COC(=O)C(CO)NS(=O)(=O)c1ccc(-c2sc(NC(C)=O)nc2C)s1, C1CCOC1, Cl, [Na+], [OH-]. The product is CC(=O)Nc1nc(C)c(-c2ccc(S(=O)(=O)NC(CO)C(=O)O)s2)s1. RXN SMILES: [C:1]([CH3:2])(=[O:3])[NH:4][c:5]1[s:6][c:7](-[c:11]2[cH:12][cH:13][c:14]([S:16](=[O:17])(=[O:18])[NH:19][CH:20]([CH2:21][OH:22])[C:23](=[O:24])[O:25][CH3:26])[s:15]2)[c:8]([CH3:10])[n:9]1.[CH2:30]1[O:31][CH2:32][CH2:33][CH2:34]1.[ClH:29].[Na+:28].[OH-:27]>>[C:1]([CH3:2])(=[O:3])[NH:4][c:5]1[s:6][c:7](-[c:11]2[cH:12][cH:13][c:14]([S:16](=[O:17])(=[O:18])[NH:19][CH:20]([CH2:21][OH:22])[C:23](=[O:24])[OH:25])[s:15]2)[c:8]([CH3:10])[n:9]1. Starting materials: FCC1(OC2=C(C(=C1)C1=NC=CC=C1)C=C(C=C2)[N+](=O)[O-])CF (2,2-bisfluoromethyl-6-nitro-4-(2-pyridyl)-2H-1-benzopyran), C(Cl)Cl (methylene chloride), C1(=C(C(=CC(=C1)C)C)S(=O)(=O)ON)C ((O-mesitylenesulfonyl)hydroxylamine), C(Cl)Cl (methylene chloride). Solvent: CCOCC (ether). Product: C1(=C(C(=CC(=C1)C)C)S(=O)(=O)[O-])C.N[N+]1=C(C=CC=C1)C1=CC(OC2=C1C=C(C=C2)[N+](=O)[O-])(CF)CF (N-amino-2-(2,2-bisfluoromethyl-6-nitro-2H-1-benzopyran-4-yl)pyridinium mesitylenesulfonate). Yield: 71.7%. Reaction SMILES: [F:1][CH2:2][C:3]1([CH2:22][F:23])[CH:8]=[C:7]([C:9]2[CH:14]=[CH:13][CH:12]=[CH:11][N:10]=2)[C:6]2[CH:15]=[C:16]([N+:19]([O-:21])=[O:20])[CH:17]=[CH:18][C:5]=2[O:4]1.C(Cl)Cl.[C:27]1([CH3:40])[CH:32]=[C:31]([CH3:33])[CH:30]=[C:29]([CH3:34])[C:28]=1[S:35]([O:38][NH2:39])(=[O:37])=[O:36]>CCOCC>[C:27]1([CH3:40])[CH:32]=[C:31]([CH3:33])[CH:30]=[C:29]([CH3:34])[C:28]=1[S:35]([O-:38])(=[O:37])=[O:36].[NH2:39][N+:10]1[CH:11]=[CH:12][CH:13]=[CH:14][C:9]=1[C:7]1[C:6]2[CH:15]=[C:16]([N+:19]([O-:21])=[O:20])[CH:17]=[CH:18][C:5]=2[O:4][C:3]([CH2:2][F:1])([CH2:22][F:23])[CH:8]=1 |f:4.5|. Procedure details: To a mixture of 200 mg of 2,2-bisfluoromethyl-6-nitro-4-(2-pyridyl)-2H-1-benzopyran and 2 ml of methylene chloride was added dropwise a mixture of 135 mg of (O-mesitylenesulfonyl)hydroxylamine and 3 ml of methylene chloride at room temperature with stirring. The mixture was stirred for 1 hour and ether was added thereto. The separated crystal was collected by filtration to obtain 240 mg of N-amino-2-(2,2-bisfluoromethyl-6-nitro-2H-1-benzopyran-4-yl)pyridinium mesitylenesulfonate. To a mixture of... Reactants: ClC=1C=C(C2=C(CC(O2)CBr)C1)Cl (5,7-dichloro-2,3-dihydrobenzofuran-2-ylmethyl bromide), C(CCC)N (n-butylamine). The product is Cl.ClC=1C=C(C2=C(CC(O2)CNCCCC)C1)Cl (N-(5,7-dichloro-2,3-dihydrobenzofuran-2-ylmethyl)-N-butylamine hydrochloride). Reaction SMILES: [Cl:1][C:2]1[CH:3]=[C:4]([Cl:13])[C:5]2[O:9][CH:8]([CH2:10]Br)[CH2:7][C:6]=2[CH:12]=1.[CH2:14]([NH2:18])[CH2:15][CH2:16][CH3:17]>>[ClH:1].[Cl:1][C:2]1[CH:3]=[C:4]([Cl:13])[C:5]2[O:9][CH:8]([CH2:10][NH:18][CH2:14][CH2:15][CH2:16][CH3:17])[CH2:7][C:6]=2[CH:12]=1 |f:2.3|. Reported procedure: 33 g (0.118 mole) of 5,7-dichloro-2,3-dihydrobenzofuran-2-ylmethyl bromide and 200 ml of n-butylamine were stirred for 12 hours at 60° C. The mixture was evaporated down under reduced pressure, 100 ml of a 20% strength aqueous sodium hydroxide solution were added to the residue, and the mixture was then extracted by shaking with 300 ml of methylene chloride. The organic phase was washed with three times 70 ml of water, dried and evaporated down, the residue was dissolved in 300 ml of dry diethyl... The reactants are CCOC(=O)C1=C(c2ccccc2)c2ccc(OCCCc3ccccc3)cc2C1=O, C1CCOC1, Cl[Mg]c1ccccc1. Yields the product CCOC(=O)C1=C(c2ccccc2)c2ccc(OCCCc3ccccc3)cc2C1(O)c1ccccc1. Reaction SMILES: [CH2:1]([CH3:2])[O:3][C:4](=[O:5])[C:6]1=[C:14]([c:15]2[cH:16][cH:17][cH:18][cH:19][cH:20]2)[c:13]2[c:8]([cH:9][c:10]([O:21][CH2:22][CH2:23][CH2:24][c:25]3[cH:26][cH:27][cH:28][cH:29][cH:30]3)[cH:11][cH:12]2)[C:7]1=[O:31].[CH2:40]1[O:41][CH2:42][CH2:43][CH2:44]1.[Cl:32][Mg:33][c:34]1[cH:35][cH:36][cH:37][cH:38][cH:39]1>>[CH2:1]([CH3:2])[O:3][C:4](=[O:5])[C:6]1=[C:14]([c:15]2[cH:16][cH:17][cH:18][cH:19][cH:20]2)[c:13]2[c:8]([cH:9][c:10]([O:21][CH2:22][CH2:23][CH2:24][c:25]3[cH:26][cH:27][cH:28][cH:29][cH:30]3)[cH:11][cH:12]2)[C:7]1([OH:31])[c:34]1[cH:35][cH:36][cH:37][cH:38][cH:39]1. The reactants are S1C(=CC=C1)CNC(C=1C(C(=O)O)=CC=CC1)=O (N-thiophen-2-ylmethyl-phthalamic acid), OS(=O)(=O)O (H2SO4). The solvent is CO (MeOH). The product is S1C(=CC=C1)CN1C(C2=CC=CC=C2C1=O)=O (N-(Thiophen-2-ylmethyl)-isoindole-1,3-dione). Isolated yield 69.9%. RXN SMILES: [S:1]1[CH:5]=[CH:4][CH:3]=[C:2]1[CH2:6][NH:7][C:8](=[O:18])[C:9]1[C:10](=[CH:14][CH:15]=[CH:16][CH:17]=1)[C:11]([OH:13])=O.OS(O)(=O)=O>CO>[S:1]1[CH:5]=[CH:4][CH:3]=[C:2]1[CH2:6][N:7]1[C:8](=[O:18])[C:9]2[C:10](=[CH:14][CH:15]=[CH:16][CH:17]=2)[C:11]1=[O:13]. Procedure: A solution of 2-aminomethyl-thiophene (2.1 ml, 20.5 mmol) in CHCl3 (25 ml) is treated with phthalic anhydride (3.0 g, 20.5 mmol) at r.t. for 5 min, then at reflux for 20 min, whereupon a white powder precipitated out. This powder is collected by filtration and dried in vacuo to give N-thiophen-2-ylmethyl-phthalamic acid (4.42 g, 83%) as white crystals. An aliquot of this phthalamic acid (2.13 g, 8.12 mmol) is dissolved in MeOH (12 ml), treated with H2SO4 (440 μl, 8.25 mmol) and heated to reflux ...